This data is from the Open Reaction Database (ORD), a public repository of structured organic reaction records. The task is: describe an organic reaction: reactants, conditions, products, and yield The reactants are ClC1=NC=CC(=N1)C1=C(N=C(S1)C(C)(C)C)C=1C(=C(N)C=CC1)F (3-[5-(2-chloro-4-pyrimidinyl)-2-(1,1-dimethylethyl)-1,3-thiazol-4-yl]-2-fluoroaniline), C[Zn]C (dimethylzinc). Product: CC(C)(C)C=1SC(=C(N1)C=1C(=C(N)C=CC1)F)C1=NC(=NC=C1)C (3-[2-(1,1-dimethylethyl)-5-(2-methyl-4-pyrimidinyl)-1,3-thiazol-4-yl]-2-fluoroaniline), solid. Isolated yield 85.0%. As a reaction SMILES: Cl[C:2]1[N:7]=[C:6]([C:8]2[S:12][C:11]([C:13]([CH3:16])([CH3:15])[CH3:14])=[N:10][C:9]=2[C:17]2[C:18]([F:24])=[C:19]([CH:21]=[CH:22][CH:23]=2)[NH2:20])[CH:5]=[CH:4][N:3]=1.[CH3:25][Zn]C>>[CH3:14][C:13]([C:11]1[S:12][C:8]([C:6]2[CH:5]=[CH:4][N:3]=[C:2]([CH3:25])[N:7]=2)=[C:9]([C:17]2[C:18]([F:24])=[C:19]([CH:21]=[CH:22][CH:23]=2)[NH2:20])[N:10]=1)([CH3:16])[CH3:15]. Procedure: Following a procedure analogous to the procedure described in Example 25 using 3-[5-(2-chloro-4-pyrimidinyl)-2-(1,1-dimethylethyl)-1,3-thiazol-4-yl]-2-fluoroaniline (1.0 g, 2.76 mmol) and dimethylzinc (2.76 mL, 5.51 mmol), the title compound was obtained as an off white solid (0.8 g, 85% yield). MS (ESI): 343 [M+H]+. The reactants are ClC1=NC(=NC(=C1C(=O)O)OC)SC (4-chloro-5-carboxy-6-methoxy-2-methylthiopyrimidine), ( 3 ), S(=O)(Cl)Cl (thionyl chloride). Run at temperature 40 celsius, time 15 minute. Yields the product ClC1=NC(=NC(=C1C(=O)Cl)OC)SC (4-chloro-5-chloroformyl-6-methoxy-2-methylthiopyrimidine). RXN SMILES: [Cl:1][C:2]1[C:7]([C:8](O)=[O:9])=[C:6]([O:11][CH3:12])[N:5]=[C:4]([S:13][CH3:14])[N:3]=1.S(Cl)([Cl:17])=O>>[Cl:1][C:2]1[C:7]([C:8]([Cl:17])=[O:9])=[C:6]([O:11][CH3:12])[N:5]=[C:4]([S:13][CH3:14])[N:3]=1. Reported procedure: A mixture of 4-chloro-5-carboxy-6-methoxy-2-methylthiopyrimidine (prepared in the above (3)) 2.00 g and thionyl chloride 5 ml is stirred at 40° C. for 15 minutes. Thionyl chloride, etc. is distilled off and the solvent is removed with azeotrope with methylene chloride to give 4-chloro-5-chloroformyl-6-methoxy-2-methylthiopyrimidine. The reactants are 2-l, Cl (hydrochloride), C(C)(=O)OC(C)=O (acetic anhydride), Cl.COC(C(=CC1=CNC2=CC(=CC=C12)Cl)N)=O (alpha-amino-6-chloro-3-indoleacrylic acid methylester hydrochloride), N1=CC=CC=C1 (pyridine). Run at time 5 minute. The product is COC(C(=CC1=CNC2=CC(=CC=C12)Cl)NC(C)=O)=O (Alpha-acetamido-6-chloro-3-indoleacrylic acid methylester). Yield: 90.0%. As a reaction SMILES: Cl.[CH3:2][O:3][C:4](=[O:18])[C:5]([NH2:17])=[CH:6][C:7]1[C:15]2[C:10](=[CH:11][C:12]([Cl:16])=[CH:13][CH:14]=2)[NH:9][CH:8]=1.N1C=CC=CC=1.Cl.[C:26](OC(=O)C)(=[O:28])[CH3:27]>>[CH3:2][O:3][C:4](=[O:18])[C:5]([NH:17][C:26](=[O:28])[CH3:27])=[CH:6][C:7]1[C:15]2[C:10](=[CH:11][C:12]([Cl:16])=[CH:13][CH:14]=2)[NH:9][CH:8]=1 |f:0.1|. Procedure: A 2-l. three-necked flask, equipped with a thermometer, a mechancal stirrer and a dropping funnel was charged with 101.2 g (ca. 0.35 moles) of crude pulverized alpha-amino-6-chloro-3-indoleacrylic acid methylester hydrochloride and 400 ml of acetic anhydride. The slurry was cooled to 15°. Then 32 g (0.40 moles) of pyridine was added with stirring over a 5 minute period, while the temperature was kept between 15° and 22°; after complete addition, virtually all starting hydrochloride went into sol... Product: CN1N=C(C=C1OC1=NC(=CC(=C1)C)OC\C=C\Cl)C(F)(F)F ((E)-2-(1-Methyl-3-trifluoromethylpyrazol-5-yloxy)-4-methyl-6-(3-chloroprop-2-enyloxy)pyridine). Reaction conditions: time 10 minute. Reaction SMILES: [OH:1][C:2]1[N:7]=[C:6]([O:8][C:9]2[N:13]([CH3:14])[N:12]=[C:11]([C:15]([F:18])([F:17])[F:16])[CH:10]=2)[CH:5]=[C:4]([CH3:19])[CH:3]=1.[H-].[Na+].[Cl:22]/[CH:23]=[CH:24]/[CH2:25]Cl>C(#N)C.CN(C=O)C.CCCCC.C(OCC)(=O)C>[CH3:14][N:13]1[C:9]([O:8][C:6]2[CH:5]=[C:4]([CH3:19])[CH:3]=[C:2]([O:1][CH2:25]/[CH:24]=[CH:23]/[Cl:22])[N:7]=2)=[CH:10][C:11]([C:15]([F:18])([F:17])[F:16])=[N:12]1 |f:1.2,6.7|. The solvent is C(C)#N (acetonitrile), CN(C)C=O (DMF), CCCCC.C(C)(=O)OCC (pentane ethyl acetate). Reactants: OC1=CC(=CC(=N1)OC1=CC(=NN1C)C(F)(F)F)C (6-hydroxy-2-(1-methyl-3-trifluoromethylpyrazol-5-yloxy)-4-methylpyridine), [H-].[Na+] (NaH), [H-].[Na+] (NaH), Cl\C=C\CCl ((E)-1,3-dichloropropene). Reported procedure: A mixture of 6-hydroxy-2-(1-methyl-3-trifluoromethylpyrazol-5-yloxy)-4-methylpyridine (0.9 g, 3.3 mmol) and NaH (60% in oil, 0.16 g, 4 mmol) in acetonitrile (20 ml) and DMF (1 ml) is stirred for 10 min at ambient temperature and (E)-1,3-dichloropropene (0.4 g, 3.6 mmol) is added. After stirring for 60 h at ambient temperature, the remaining NaH is deactivated and the resulting mixture is diluted with pentane/ethyl acetate (by volume ration 1/1) and filtered through a bed of silica gel. The filtr... Yield: 52.3%. Starting materials: CCC(CC)(c1ccc(CCC2(O)CCCCC2)c(C)c1)c1ccc(-c2ccc(CC(=O)OC)cc2)c(C)c1, CO, [Cl-], [NH4+], [Na+], C1CCOC1, [OH-]. The product is CCC(CC)(c1ccc(CCC2(O)CCCCC2)c(C)c1)c1ccc(-c2ccc(CC(=O)O)cc2)c(C)c1. RXN SMILES: [CH3:3][O:4][C:5]([CH2:6][c:7]1[cH:8][cH:9][c:10](-[c:13]2[c:14]([CH3:40])[cH:15][c:16]([C:19]([CH2:20][CH3:21])([c:22]3[cH:23][c:24]([CH3:37])[c:25]([CH2:28][CH2:29][C:30]4([OH:36])[CH2:31][CH2:32][CH2:33][CH2:34][CH2:35]4)[cH:26][cH:27]3)[CH2:38][CH3:39])[cH:17][cH:18]2)[cH:11][cH:12]1)=[O:41].[CH3:49][OH:50].[Cl-:42].[NH4+:43].[Na+:2].[O:44]1[CH2:45][CH2:46][CH2:47][CH2:48]1.[OH-:1]>>[O:4]=[C:5]([CH2:6][c:7]1[cH:8][cH:9][c:10](-[c:13]2[c:14]([CH3:40])[cH:15][c:16]([C:19]([CH2:20][CH3:21])([c:22]3[cH:23][c:24]([CH3:37])[c:25]([CH2:28][CH2:29][C:30]4([OH:36])[CH2:31][CH2:32][CH2:33][CH2:34][CH2:35]4)[cH:26][cH:27]3)[CH2:38][CH3:39])[cH:17][cH:18]2)[cH:11][cH:12]1)[OH:41]. The reactants are C(C)(C)(C)OC([C@@H](NS(=O)(=O)C1=C(C(=C(C=C1C)OC)C)C)CC(N[C@H]1[C@H](OC(C)=O)[C@@H](OC(C)=O)[C@H](OC(C)=O)[C@H](O1)COC(C)=O)=O)=O (2-N-(4-Methoxy-2,3,6-trimethyl-benzenesulfonyl)-4-N-(2,3,4,6-tetra-O-acetyl-β-D-glucopyranosyl)-L-asparagine tert.-butyl ester), FC(C(=O)O)(F)F (trifluoroacetic acid), compound 19. Run in C(Cl)(Cl)Cl.CO (chloroform methanol). Product: COC1=C(C(=C(C(=C1)C)S(=O)(=O)N[C@@H](CC(N[C@H]1[C@H](OC(C)=O)[C@@H](OC(C)=O)[C@H](OC(C)=O)[C@H](O1)COC(C)=O)=O)C(=O)O)C)C (2-N-(4-Methoxy-2,3,6-trimethyl-benzenesulfonyl)-4-N-(2,3,4,6-tetra-O-acetyl-β-D-glucopyranosyl)-L-asparagine). As a reaction SMILES: C([O:5][C:6](=[O:50])[C@H:7]([CH2:23][C:24](=[O:49])[NH:25][C@@H:26]1[O:43][C@H:42]([CH2:44][O:45][C:46](=[O:48])[CH3:47])[C@@H:37]([O:38][C:39](=[O:41])[CH3:40])[C@H:32]([O:33][C:34](=[O:36])[CH3:35])[C@H:27]1[O:28][C:29](=[O:31])[CH3:30])[NH:8][S:9]([C:12]1[C:17]([CH3:18])=[CH:16][C:15]([O:19][CH3:20])=[C:14]([CH3:21])[C:13]=1[CH3:22])(=[O:11])=[O:10])(C)(C)C.FC(F)(F)C(O)=O>C(Cl)(Cl)Cl.CO>[CH3:20][O:19][C:15]1[CH:16]=[C:17]([CH3:18])[C:12]([S:9]([NH:8][C@H:7]([C:6]([OH:50])=[O:5])[CH2:23][C:24](=[O:49])[NH:25][C@@H:26]2[O:43][C@H:42]([CH2:44][O:45][C:46](=[O:48])[CH3:47])[C@@H:37]([O:38][C:39](=[O:41])[CH3:40])[C@H:32]([O:33][C:34](=[O:36])[CH3:35])[C@H:27]2[O:28][C:29](=[O:31])[CH3:30])(=[O:11])=[O:10])=[C:13]([CH3:22])[C:14]=1[CH3:21] |f:2.3|. Procedure details: Compound 15 (1.5 g) was hydrolyzed with trifluoroacetic acid and worked up as described for compound 19.Yield: 1.0 g. TLC analysis: Rf=0.07 (chloroform/methanol/glacial acetic acid 5:1:0.1 )